From a dataset of the Open Reaction Database (ORD), a public repository of structured organic reaction records. describe an organic reaction: reactants, conditions, products, and yield Starting materials: [OH-].[Ba+2].[OH-] (barium hydroxide), O1CCCC1 (tetrahydrofuran), potassium tricarbonyl [triphenylphosphine] cobaltate, C1(=CC=CC=C1)CC(=O)Cl (Phenylacetyl chloride). The yield is 86.8%. Run at temperature 5 celsius. Procedure: A 22.5 mL aliquot of 4.5 mmoles of potassium tricarbonyl [triphenylphosphine] cobaltate was charged to a 100 mL three-neck round bottom flask under nitrogen and cooled to 5° C. Phenylacetyl chloride (0.60 mL; 4.5 mmoles) was added to the flask. The solution containing the preformed cobaltate complex was then charged into a 300 mL autoclave by means of a transfer needle under nitrogen. The autoclave had previously been charged with 18.1 mmoles (3.1 g) of barium hydroxide as a suspension in 22.5 m... The product is C1(=CC=CC=C1)CC(C(=O)O)=O (phenylpyruvic acid), C1(=CC=CC=C1)CC(=O)O (phenylacetic acid). Run in O (water). RXN SMILES: [C:1]1([CH2:7][C:8](Cl)=[O:9])[CH:6]=[CH:5][CH:4]=[CH:3][CH:2]=1.[OH-:11].[Ba+2].[OH-].[O:14]1[CH2:18]CCC1>O>[C:1]1([CH2:7][C:8](=[O:9])[C:18]([OH:14])=[O:11])[CH:6]=[CH:5][CH:4]=[CH:3][CH:2]=1.[C:1]1([CH2:7][C:8]([OH:9])=[O:14])[CH:6]=[CH:5][CH:4]=[CH:3][CH:2]=1 |f:1.2.3|. Starting materials: NCC(CO)(C)C (3-amino-2,2-dimethyl-1-propanol), C(C1=CC=CC=C1)OC(=O)ON1C(CCC1=O)=O (N-(benzyloxycarbonyloxy)-succinimide), O (water). Solvent: O1CCCC1 (tetrahydrofuran). Conditions: time 8 hour. Product: C(C1=CC=CC=C1)OC(=O)NCC(CO)(C)C (3-benzyloxycarbonylamino-2,2-dimethyl-1-propanol). The yield is 100.0%. RXN SMILES: [NH2:1][CH2:2][C:3]([CH3:7])([CH3:6])[CH2:4][OH:5].[CH2:8]([O:15][C:16](ON1C(=O)CCC1=O)=[O:17])[C:9]1[CH:14]=[CH:13][CH:12]=[CH:11][CH:10]=1.O>O1CCCC1>[CH2:8]([O:15][C:16]([NH:1][CH2:2][C:3]([CH3:7])([CH3:6])[CH2:4][OH:5])=[O:17])[C:9]1[CH:14]=[CH:13][CH:12]=[CH:11][CH:10]=1. Reported procedure: To a solution of 3-amino-2,2-dimethyl-1-propanol (2 g) in tetrahydrofuran (20 mL) was added N-(benzyloxycarbonyloxy)-succinimide (7.25 g), and the mixture was stirred at room temperature overnight. The reaction mixture was poured into water, and the resulting mixture was extracted with ethyl acetate. The extract was washed with water and brine, and dried over anhydrous sodium sulfate. The solvent was removed under reduced pressure, and the residue was purified by column chromatography on silica ... Reactants: CS(C)=O, CCN(C(C)C)C(C)C, CC(=O)Cc1ccc(NC(=O)OCC(Cl)(Cl)Cl)cc1, O, c1ccc(-c2nsc(N3CCNCC3)n2)cc1. Product: CC(=O)Cc1ccc(NC(=O)N2CCN(c3nc(-c4ccccc4)ns3)CC2)cc1. Reaction SMILES: [CH3:46][S:47]([CH3:48])=[O:49].[CH:37]([N:38]([CH:39]([CH3:40])[CH3:41])[CH2:42][CH3:43])([CH3:44])[CH3:45].[O:1]=[C:2]([CH2:3][c:4]1[cH:5][cH:6][c:7]([NH:10][C:11]([O:12][CH2:13][C:14]([Cl:15])([Cl:16])[Cl:17])=[O:18])[cH:8][cH:9]1)[CH3:19].[OH2:50].[c:20]1(-[c:26]2[n:27][s:28][c:29]([N:31]3[CH2:32][CH2:33][NH:34][CH2:35][CH2:36]3)[n:30]2)[cH:21][cH:22][cH:23][cH:24][cH:25]1>>[O:1]=[C:2]([CH2:3][c:4]1[cH:5][cH:6][c:7]([NH:10][C:11](=[O:18])[N:34]2[CH2:33][CH2:32][N:31]([c:29]3[s:28][n:27][c:26](-[c:20]4[cH:21][cH:22][cH:23][cH:24][cH:25]4)[n:30]3)[CH2:36][CH2:35]2)[cH:8][cH:9]1)[CH3:19].